Dataset: the Open Reaction Database (ORD), a public repository of structured organic reaction records. Task: describe an organic reaction: reactants, conditions, products, and yield Reactants: O=C1SCC(N1NS(=O)(=O)C)=O (N-(2,4-dioxothiazolidin-3-yl)methanesulfonamide), ClC1=CC(=C(CN2N=C(C3=CC(=CC=C23)C=O)I)C=C1)C(F)(F)F (1-[4-chloro-2-(trifluoromethyl)benzyl]-3-iodo-1H-indazol-5-carbaldehyde). The product is ClC1=CC(=C(CN2N=C(C3=CC(=CC=C23)\C=C/2\C(N(C(S2)=O)NS(=O)(=O)C)=O)I)C=C1)C(F)(F)F (N-[(5Z)-5-({1-[4-Chloro-2-(trifluoromethyl)benzyl]-3-iodo-1H-indazol-5-yl}methylidene)-2,4-dioxo-1,3-thiazolidin-3-yl]methanesulfonamide). RXN SMILES: [O:1]=[C:2]1[N:6]([NH:7][S:8]([CH3:11])(=[O:10])=[O:9])[C:5](=[O:12])[CH2:4][S:3]1.[Cl:13][C:14]1[CH:32]=[CH:31][C:17]([CH2:18][N:19]2[C:27]3[C:22](=[CH:23][C:24]([CH:28]=O)=[CH:25][CH:26]=3)[C:21]([I:30])=[N:20]2)=[C:16]([C:33]([F:36])([F:35])[F:34])[CH:15]=1>>[Cl:13][C:14]1[CH:32]=[CH:31][C:17]([CH2:18][N:19]2[C:27]3[C:22](=[CH:23][C:24](/[CH:28]=[C:4]4/[C:5](=[O:12])[N:6]([NH:7][S:8]([CH3:11])(=[O:10])=[O:9])[C:2](=[O:1])[S:3]/4)=[CH:25][CH:26]=3)[C:21]([I:30])=[N:20]2)=[C:16]([C:33]([F:36])([F:35])[F:34])[CH:15]=1. Procedure details: N-[(5Z)-5-({1-[4-Chloro-2-(trifluoromethyl)benzyl]-3-iodo-1H-indazol-5-yl}methylidene)-2,4-dioxo-1,3-thiazolidin-3-yl]methanesulfonamide was prepared from N-(2,4-dioxothiazolidin-3-yl)methanesulfonamide (from Example 360) and 1-[4-chloro-2-(trifluoromethyl)benzyl]-3-iodo-1H-indazol-5-carbaldehyde following General Procedure F. Starting materials: [OH-].[K+] (KOH), C(C)OC(C(C(=O)OCC)CCCC1=CC(=CC=C1)OC)=O (2-[3-(3-Methoxy-phenyl)-propyl]-malonic Acid Diethyl Ester), Cl (HCl). Run in O (H2O), C(CO)O (ethylene glycol). The product is COC=1C=C(C=CC1)CCCCC(=O)O (5-(3-Methoxyphenyl)pentanoic acid). As a reaction SMILES: [OH-].[K+].C([O:5][C:6](=[O:24])[CH:7]([CH2:13][CH2:14][CH2:15][C:16]1[CH:21]=[CH:20][CH:19]=[C:18]([O:22][CH3:23])[CH:17]=1)C(OCC)=O)C.Cl>C(O)CO.O>[CH3:23][O:22][C:18]1[CH:17]=[C:16]([CH2:15][CH2:14][CH2:13][CH2:7][C:6]([OH:24])=[O:5])[CH:21]=[CH:20][CH:19]=1 |f:0.1|. Reported procedure: KOH (7.0 g, 0.105 mol) was added slowly to a hot solution of the diester from Step C (14 g, 0.046 mol) in ethylene glycol (50 mL) with stirring under Ar. The reaction mixture was heated at reflux for 3 hr, cooled, acidified to pH=2 with HCl, diluted with H2O (150 mL), and extracted with benzene (3×50 mL). The organic layers were combined, washed with dilute NaHCO3 solution (2×100 mL), H2O (2×50 mL), dried, filtered, and concentrated to dryness to give the title compound after chromatography on S... Reactants: C[O-], Cc1ccc(CNC(=O)NC2CCOC2=O)cc1, CO, ClCCl, Cl, [Na+]. Yields the product Cc1ccc(CN2C(=O)NC(CCO)C2=O)cc1. As a reaction SMILES: [CH3:19][O-:20].[CH3:1][c:2]1[cH:3][cH:4][c:5]([CH2:6][NH:7][C:8](=[O:9])[NH:10][CH:11]2[C:12](=[O:16])[O:13][CH2:14][CH2:15]2)[cH:17][cH:18]1.[CH3:26][OH:27].[Cl:22][CH2:23][Cl:24].[ClH:25].[Na+:21]>>[CH3:1][c:2]1[cH:3][cH:4][c:5]([CH2:6][N:7]2[C:8](=[O:9])[NH:10][CH:11]([CH2:15][CH2:14][OH:13])[C:12]2=[O:16])[cH:17][cH:18]1. The reactants are C(CCCCCCCCCCC)=O (dodecanal), Cl.NO (hydroxylamine hydrochloride). Reagents/catalysts: [Pt] (platinum on carbon). Solvent: CO (methanol), C(C)(=O)OCC (ethyl acetate). Product: C(CCCCCCCCCCC)N(O)CCCCCCCCCCCC (N,N-Di-n-dodecylhydroxylamine). Yield: 50.9%. Reaction SMILES: [CH:1](=O)[CH2:2][CH2:3][CH2:4][CH2:5][CH2:6][CH2:7][CH2:8][CH2:9][CH2:10][CH2:11][CH3:12].Cl.[NH2:15][OH:16]>CO.C(OCC)(=O)C.[Pt]>[CH2:1]([N:15]([CH2:12][CH2:11][CH2:10][CH2:9][CH2:8][CH2:7][CH2:6][CH2:5][CH2:4][CH2:3][CH2:2][CH3:1])[OH:16])[CH2:2][CH2:3][CH2:4][CH2:5][CH2:6][CH2:7][CH2:8][CH2:9][CH2:10][CH2:11][CH3:12] |f:1.2|. Procedure: A solution of dodecanal (9.2 g, 50 mmol) and hydroxylamine hydrochloride (3.8 g, 54 mmol) in 75 ml of methanol and 10 ml of ethyl acetate is shaken under hydrogen at 40-45 psi (2.8-3.15 Kg/cm2) for five hours at room temperature in the presence of a catalytic amount of 5% platinum on carbon (450 mg). The reaction mixture is then filtered through CELITE filter agent. The filtrate is concentrated and the residue is treated with a saturated aqueous potassium carbonate solution till the pH is over 1... Reactants: CCOC(=O)c1cc(Cl)n2ncnc2n1, Cl, [Na+], O, [SH-]. The product is CCOC(=O)c1cc(S)n2ncnc2n1. As a reaction SMILES: [Cl:1][c:2]1[cH:3][c:4]([C:11](=[O:12])[O:13][CH2:14][CH3:15])[n:5][c:6]2[n:7]1[n:8][cH:9][n:10]2.[ClH:18].[Na+:17].[OH2:19].[SH-:16]>>[c:2]1([SH:16])[cH:3][c:4]([C:11](=[O:12])[O:13][CH2:14][CH3:15])[n:5][c:6]2[n:7]1[n:8][cH:9][n:10]2. The reactants are N1(CCNCC1)CCN1CCOCC1 (4-(2-piperazin-1-yl-ethyl)-morpholine), Cl.COC1=CC=C(C=2CC(OC21)(C)C)C2=NN(C([C@@H]1CC=CC[C@H]21)=O)C2=CC=C(C=C2)C(=O)N2CCN(CC2)C\C=C\C2=CC=CC=C2 ((4aS,8aR)-4-(7-methoxy-2,2-dimethyl-2,3-dihydro-benzofuran-4-yl)-2-(4-{1-[4-((E)-3-phenyl-allyl)-piperazin-1-yl]-methanoyl}-phenyl)-4a,5,8,8a-tetrahydro-2H-phthalazin-1-one hydrochloride). Yields the product Cl.Cl.COC1=CC=C(C=2CC(OC21)(C)C)C2=NN(C([C@H]1CC=CC[C@@H]21)=O)CC2=CC=C(C=C2)C(=O)N2CCN(CC2)CCN2CCOCC2 ((cis)-4-(7-Methoxy-2,2-dimethyl-2,3-dihydro-benzofuran-4-yl)-2-(4-{1-[4-(2-morpholin-4-yl-ethyl)-piperazin-1-yl]-methanoyl}-benzyl)-4a,5,8,8a-tetrahydro-2H-phthalazin-1-one dihydrochloride). As a reaction SMILES: [N:1]1([CH2:7][CH2:8][N:9]2[CH2:14][CH2:13][O:12][CH2:11][CH2:10]2)[CH2:6][CH2:5][NH:4][CH2:3][CH2:2]1.[ClH:15].[CH3:16][O:17][C:18]1[C:26]2[O:25][C:24]([CH3:28])([CH3:27])[CH2:23][C:22]=2[C:21]([C:29]2[C@@H:38]3[C@@H:33]([CH2:34][CH:35]=[CH:36][CH2:37]3)[C:32](=[O:39])[N:31]([C:40]3C=CC(C(N4CCN(C/C=C/C5C=CC=CC=5)CC4)=O)=CC=3)[N:30]=2)=[CH:20][CH:19]=1>>[ClH:15].[ClH:15].[CH3:16][O:17][C:18]1[C:26]2[O:25][C:24]([CH3:28])([CH3:27])[CH2:23][C:22]=2[C:21]([C:29]2[C@H:38]3[C@H:33]([CH2:34][CH:35]=[CH:36][CH2:37]3)[C:32](=[O:39])[N:31]([CH2:40][C:36]3[CH:37]=[CH:38][C:33]([C:32]([N:4]4[CH2:3][CH2:2][N:1]([CH2:7][CH2:8][N:9]5[CH2:10][CH2:11][O:12][CH2:13][CH2:14]5)[CH2:6][CH2:5]4)=[O:39])=[CH:34][CH:35]=3)[N:30]=2)=[CH:20][CH:19]=1 |f:1.2,3.4.5|. Reported procedure: Prepared from intermediate product A11 and 4-(2-piperazin-1-yl-ethyl)-morpholine as described for compound 8. M.p. 210–211° C. Reported procedure: Experimental conditions analogous to those described for Step 3 of Example 1, from 2.87 g (13.2 mmol) of 4-oxo-1,4-dihydro-quinoline-3-carboxylic acid ethyl ester, 0.64 g (15.9 mmol) of 60% sodium hydride, 2.95 g (15.9 mmol) of 2-bromomethyl-6-methyl-pyridine in 30 mL DMF to give 3.18 g of the product as an off-white solid. Solvent: CN(C)C=O (DMF). RXN SMILES: [CH2:1]([O:3][C:4]([C:6]1[C:15](=[O:16])[C:14]2[C:9](=[CH:10][CH:11]=[CH:12][CH:13]=2)[NH:8][CH:7]=1)=[O:5])[CH3:2].[H-].[Na+].Br[CH2:20][C:21]1[CH:26]=[CH:25][CH:24]=[C:23]([CH3:27])[N:22]=1>CN(C=O)C>[CH2:1]([O:3][C:4]([C:6]1[C:15](=[O:16])[C:14]2[C:9](=[CH:10][CH:11]=[CH:12][CH:13]=2)[N:8]([CH2:20][C:21]2[CH:26]=[CH:25][CH:24]=[C:23]([CH3:27])[N:22]=2)[CH:7]=1)=[O:5])[CH3:2] |f:1.2|. Starting materials: C(C)OC(=O)C1=CNC2=CC=CC=C2C1=O (4-oxo-1,4-dihydro-quinoline-3-carboxylic acid ethyl ester), [H-].[Na+] (sodium hydride), BrCC1=NC(=CC=C1)C (2-bromomethyl-6-methyl-pyridine). Product: C(C)OC(=O)C1=CN(C2=CC=CC=C2C1=O)CC1=NC(=CC=C1)C (1-(6-Methyl-pyridin-2-ylmethyl)-4-oxo-1,4-dihydro-quinoline-3-carboxylic acid ethyl ester). Isolated yield 74.7%.